Dataset: the Open Reaction Database (ORD), a public repository of structured organic reaction records. Task: describe an organic reaction: reactants, conditions, products, and yield The reactants are O=O (oxygen), C1=CC=CC=2SC3=CC=CC=C3SC12 (thianthrene), CC[Mg+].[Br-] (EtMgBr), [Li]C(C)(C)C (t-BuLi). As a reaction SMILES: [CH:1]1[C:14]2[S:13][C:12]3[C:7](=[CH:8][CH:9]=[CH:10][CH:11]=3)[S:6][C:5]=2[CH:4]=[CH:3][CH:2]=1.[Li]C(C)(C)C.CC[Mg+].[Br-].[O:24]=O>C1COCC1>[C:11]1([OH:24])[C:12]2[S:13][C:14]3[C:5](=[CH:4][CH:3]=[CH:2][CH:1]=3)[S:6][C:7]=2[CH:8]=[CH:9][CH:10]=1 |f:2.3|. Procedure details: To a cooled (−78° C.) solution of thianthrene (10 g, 46.23 mmol) in anhydrous THF (200 ml) was added t-BuLi (1.7M in pentane, 40.81 ml, 69.34 mmol), under a nitrogen atmosphere, over a period of 10 minutes and the resulting yellow solution was then allowed to warm to room temperature and stirred vigorously for a further 16 hours. EtMgBr (3M in THF, 23 ml, 69.34 mmol) was then added in a dropwise fashion to the cooled (0° C.) reaction mixture which was then stirred for a further 45 minutes before... Conditions: time 10 minute. Yield: 36.0%. Solvent: C1CCOC1 (THF). Product: C1(=CC=CC=2SC3=CC=CC=C3SC12)O (Thianthren-1 -ol). The reagents and catalysts are [Ni] (Ni). Solvent: O (water). Yields the product NC=1C=C(C=C(C(=O)NC(CO)CO)C1)C(=O)NC(CO)CO (5-Amino-N,N′-bis-(2-hydroxy-1-hydroxymethyl-ethyl)-isophthalamide). Reaction conditions: temperature 90 celsius. Reaction SMILES: [OH:1][CH2:2][CH:3]([NH:6][C:7](=[O:25])[C:8]1[CH:21]=[C:20]([N+:22]([O-])=O)[CH:19]=[C:10]([C:11]([NH:13][CH:14]([CH2:17][OH:18])[CH2:15][OH:16])=[O:12])[CH:9]=1)[CH2:4][OH:5]>O.[Ni]>[NH2:22][C:20]1[CH:21]=[C:8]([C:7]([NH:6][CH:3]([CH2:4][OH:5])[CH2:2][OH:1])=[O:25])[CH:9]=[C:10]([CH:19]=1)[C:11]([NH:13][CH:14]([CH2:17][OH:18])[CH2:15][OH:16])=[O:12]. Reported procedure: N,N′-Bis-(2-hydroxy-1-hydroxymethyl-ethyl)-5-nitro-isophthalamide (40 g) is dissolved in water (600 mL), and then heated to 90° C. to dissolve. Raney Ni (5 g) is added, and allowed to react for 10 h under a H2 pressure of 1.5 MPa. Raney Ni is removed by filtration and the filter cake washed with 20-30 mL of water. The filtrate and washings are combined to obtain the aqueous solution of 5-Amino-N,N′-bis-(2-hydroxy-1-hydroxymethyl-ethyl)-isophthalamide, which can be utilized directly in the iodina... The reactants are OCC(CO)NC(C1=CC(C(=O)NC(CO)CO)=CC(=C1)[N+](=O)[O-])=O (N,N′-Bis-(2-hydroxy-1-hydroxymethyl-ethyl)-5-nitro-isophthalamide). Starting materials: BrB(Br)Br, COc1c(C)cc2c(c1C)CCC1(CCC1)N2Cc1ccc2ccccc2n1, ClCCl. Yields the product Cc1cc2c(c(C)c1O)CCC1(CCC1)N2Cc1ccc2ccccc2n1. Reaction SMILES: [B:29]([Br:30])([Br:31])[Br:32].[CH3:1][O:2][c:3]1[c:4]([CH3:28])[c:5]2[c:13]([cH:14][c:15]1[CH3:16])[N:12]([CH2:17][c:18]1[n:19][c:20]3[cH:21][cH:22][cH:23][cH:24][c:25]3[cH:26][cH:27]1)[C:8]1([CH2:7][CH2:6]2)[CH2:9][CH2:10][CH2:11]1.[Cl:33][CH2:34][Cl:35]>>[OH:2][c:3]1[c:4]([CH3:28])[c:5]2[c:13]([cH:14][c:15]1[CH3:16])[N:12]([CH2:17][c:18]1[n:19][c:20]3[cH:21][cH:22][cH:23][cH:24][c:25]3[cH:26][cH:27]1)[C:8]1([CH2:7][CH2:6]2)[CH2:9][CH2:10][CH2:11]1. Reactants: Brc1ccc2c(C3CCNCC3)noc2c1, Cc1ccc(NC(=O)c2ccoc2)cc1B1OC(C)(C)C(C)(C)O1, [Na+], [Na+], O=C([O-])[O-], CN(C)C=O, [Pd], c1ccc(P(c2ccccc2)c2ccccc2)cc1, c1ccc(P(c2ccccc2)c2ccccc2)cc1, c1ccc(P(c2ccccc2)c2ccccc2)cc1, c1ccc(P(c2ccccc2)c2ccccc2)cc1. The product is Cc1ccc(NC(=O)c2ccoc2)cc1-c1ccc2c(C3CCNCC3)noc2c1. Reaction SMILES: [Br:31][c:32]1[cH:33][c:34]2[c:35]([c:36]([CH:39]3[CH2:40][CH2:41][NH:42][CH2:43][CH2:44]3)[n:37][o:38]2)[cH:45][cH:46]1.[CH3:1][c:2]1[c:3]([B:16]2[O:17][C:18]([CH3:19])([CH3:20])[C:21]([CH3:22])([CH3:23])[O:24]2)[cH:4][c:5]([NH:8][C:9](=[O:10])[c:11]2[cH:12][o:13][cH:14][cH:15]2)[cH:6][cH:7]1.[Na+:25].[Na+:26].[O-:27][C:28](=[O:29])[O-:30].[O:124]=[CH:125][N:126]([CH3:127])[CH3:128].[Pd:47].[c:105]1([P:106]([c:107]2[cH:108][cH:109][cH:110][cH:111][cH:112]2)[c:113]2[cH:114][cH:115][cH:116][cH:117][cH:118]2)[cH:119][cH:120][cH:121][cH:122][cH:123]1.[c:48]1([P:49]([c:50]2[cH:51][cH:52][cH:53][cH:54][cH:55]2)[c:56]2[cH:57][cH:58][cH:59][cH:60][cH:61]2)[cH:62][cH:63][cH:64][cH:65][cH:66]1.[c:67]1([P:68]([c:69]2[cH:70][cH:71][cH:72][cH:73][cH:74]2)[c:75]2[cH:76][cH:77][cH:78][cH:79][cH:80]2)[cH:81][cH:82][cH:83][cH:84][cH:85]1.[c:86]1([P:87]([c:88]2[cH:89][cH:90][cH:91][cH:92][cH:93]2)[c:94]2[cH:95][cH:96][cH:97][cH:98][cH:99]2)[cH:100][cH:101][cH:102][cH:103][cH:104]1>>[CH3:1][c:2]1[c:3](-[c:32]2[cH:33][c:34]3[c:35]([c:36]([CH:39]4[CH2:40][CH2:41][NH:42][CH2:43][CH2:44]4)[n:37][o:38]3)[cH:45][cH:46]2)[cH:4][c:5]([NH:8][C:9](=[O:10])[c:11]2[cH:12][o:13][cH:14][cH:15]2)[cH:6][cH:7]1. Reactants: C([O-])([O-])=O.[Na+].[Na+] (sodium carbonate), C1CCOC1 (THF), FC(S(=O)(=O)OC=1C=C2C=CN=CC2=C(C1)Br)(F)F (8-bromoisoquinolin-6-yl trifluoromethanesulfonate), C(#N)C=1C=C(C=CC1)B(O)O (3-cyanophenylboronic acid), PdCl2dppf. Run in [Cl-].[Na+].O (brine), O (water), C(C)(=O)OCC (Ethyl acetate), C(Cl)Cl (CH2Cl2). Yields the product BrC=1C=C(C=C2C=CN=CC12)C=1C=C(C#N)C=CC1 (3-(8-bromoisoquinolin-6-yl)benzonitrile). The yield is 62.4%. As a reaction SMILES: C(=O)([O-])[O-].[Na+].[Na+].C1COCC1.FC(F)(F)S(O[C:18]1[CH:19]=[C:20]2[C:25](=[C:26]([Br:28])[CH:27]=1)[CH:24]=[N:23][CH:22]=[CH:21]2)(=O)=O.[C:31]([C:33]1[CH:34]=[C:35](B(O)O)[CH:36]=[CH:37][CH:38]=1)#[N:32]>[Cl-].[Na+].O.O.C(OCC)(=O)C.C(Cl)Cl>[Br:28][C:26]1[CH:27]=[C:18]([C:37]2[CH:38]=[C:33]([CH:34]=[CH:35][CH:36]=2)[C:31]#[N:32])[CH:19]=[C:20]2[C:25]=1[CH:24]=[N:23][CH:22]=[CH:21]2 |f:0.1.2,6.7.8|. Reported procedure: An aqueous solution (50 mL) of sodium carbonate (3.5 g) was added to a THF (200 mL) solution of Intermediate 8 (3.9 g), 3-cyanophenylboronic acid (which may be referred to as sbo1; 1.6 g; WAKO), PdCl2dppf.CH2Cl2 (1.78 g; TCI) at room temperature and the resulting mixture was stirred as it was for 6 and half hours. Ethyl acetate (300 mL), saturated brine, and water were added to extract the reaction mixture, then the organic layer was dried, the solvent was evaporated under reduced pressure, and ...